This data is from the Open Reaction Database (ORD), a public repository of structured organic reaction records. The task is: describe an organic reaction: reactants, conditions, products, and yield Procedure: To a mixture of 3-(4-benzyloxy-2-methanesulfonyl-5-methoxyphenyl)-5-methyl-[1,2,4]oxadiazole and methylene chloride (20 mL) was added titanium(IV) chloride (0.472 g). After stirring at room temperature for 15 minutes, 2 mol/L hydrochloric acid and methylene chloride were added to the mixture. The separated organic layer was concentrated under reduced pressure. The residue was purified by silica gel column chromatography (eluent: 10%-100% ethylacetate/hexane, gradient elution) to give the title c... RXN SMILES: C([O:8][C:9]1[C:14]([O:15][CH3:16])=[CH:13][C:12]([C:17]2[N:21]=[C:20]([CH3:22])[O:19][N:18]=2)=[C:11]([S:23]([CH3:26])(=[O:25])=[O:24])[CH:10]=1)C1C=CC=CC=1.Cl>[Ti](Cl)(Cl)(Cl)Cl.C(Cl)Cl>[CH3:26][S:23]([C:11]1[C:12]([C:17]2[N:21]=[C:20]([CH3:22])[O:19][N:18]=2)=[CH:13][C:14]([O:15][CH3:16])=[C:9]([OH:8])[CH:10]=1)(=[O:25])=[O:24]. The reagents and catalysts are [Ti](Cl)(Cl)(Cl)Cl (titanium(IV) chloride). Run at time 15 minute. Starting materials: C(C1=CC=CC=C1)OC1=CC(=C(C=C1OC)C1=NOC(=N1)C)S(=O)(=O)C (3-(4-benzyloxy-2-methanesulfonyl-5-methoxyphenyl)-5-methyl-[1,2,4]oxadiazole), Cl (hydrochloric acid). Solvent: C(Cl)Cl (methylene chloride), C(Cl)Cl (methylene chloride). The product is CS(=O)(=O)C=1C(=CC(=C(C1)O)OC)C1=NOC(=N1)C (5-Methanesulfonyl-2-methoxy-4-(5-methyl-[1,2,4]oxadiazol-3-yl)phenol). The reactants are C(C1=CN=CC=C1)=O (nicotinaldehyde), CN (methylamine), C(CS)(=O)O (thioglycolic acid). Product: CN1C(SCC1=O)C=1C=NC=CC1 (3-methyl-2-(3-pyridyl)thiazolidin-4-one). As a reaction SMILES: [CH:1](=O)[C:2]1[CH:7]=[CH:6][CH:5]=[N:4][CH:3]=1.[CH3:9][NH2:10].[C:11]([OH:15])(=O)[CH2:12][SH:13]>>[CH3:9][N:10]1[C:11](=[O:15])[CH2:12][S:13][CH:1]1[C:2]1[CH:3]=[N:4][CH:5]=[CH:6][CH:7]=1. Procedure details: According to the procedure of Example 3, the title compound was prepared by using nicotinaldehyde, a 40% aqueous methylamine solution, and thioglycolic acid as charge stock. m.p. 96.5°-97.5° C. IR (nujol) [cm-1 ]; 1670, 1583, 1236, 1109, 1005, 717. Reactants: C1CCOC1, COC(=O)c1sccc1NC(=O)OC(C)(C)C, [Li]CCCC, CC(C)NC(C)C, O=C1CCCCC1. Yields the product COC(=O)c1sc(C2(O)CCCCC2)cc1NC(=O)OC(C)(C)C. As a reaction SMILES: [CH2:37]1[O:38][CH2:39][CH2:40][CH2:41]1.[CH3:13][O:14][C:15](=[O:16])[c:17]1[s:18][cH:19][cH:20][c:21]1[NH:22][C:23](=[O:24])[O:25][C:26]([CH3:27])([CH3:28])[CH3:29].[CH3:8][CH2:9][CH2:10][CH2:11][Li:12].[CH:1]([NH:2][CH:3]([CH3:4])[CH3:5])([CH3:6])[CH3:7].[O:30]=[C:31]1[CH2:32][CH2:33][CH2:34][CH2:35][CH2:36]1>>[CH3:13][O:14][C:15](=[O:16])[c:17]1[s:18][c:19]([C:31]2([OH:30])[CH2:32][CH2:33][CH2:34][CH2:35][CH2:36]2)[cH:20][c:21]1[NH:22][C:23](=[O:24])[O:25][C:26]([CH3:27])([CH3:28])[CH3:29]. The reactants are NC=1C=NC=CC1N (3,4-diaminopyridine), C(=O)O (formic acid), C([O-])([O-])=O.[Ca+2] (calcium carbonate). Solvent: C(C)O (ethanol). Yields the product C(=O)NC=1C=NC=CC1NC=O (3,4-diformylaminopyridine). Reaction SMILES: [NH2:1][C:2]1[CH:3]=[N:4][CH:5]=[CH:6][C:7]=1[NH2:8].[CH:9]([OH:11])=O.[C:12](=O)([O-])[O-:13].[Ca+2]>C(O)C>[CH:12]([NH:1][C:2]1[CH:3]=[N:4][CH:5]=[CH:6][C:7]=1[NH:8][CH:9]=[O:11])=[O:13] |f:2.3|. Procedure: A stirred mixture of 3,4-diaminopyridine (10.0 g, 0.092 mol) and formic acid (20 ml) was neated under reflux for 2.5 hours. The resulting mixture was cooled and the formic acid was evaporated off under reduced pressure to yield a residue. The residue was dissolved in ethanol (300 ml) at 80° C. and the resulting solution was treated with calcium carbonate (lOg) and neutralized by stirring under reflux for 1 hour. The hot mixture was filtered and the residue was washed with hot ethanol (3×300 ml).... Reactants: [I-] (iodide), [I-].CC=1OC2=C([NH+]1)C=C(C=C2)NS(=O)(=O)C (2-methyl-5-methylsulfonamidobenzoxazolium iodide), C1(=CC=C(C=C1)S(=O)(=O)OCC)C (ethyl p-toluenesulfonate). Solvent: C(C)O (ethanol), CO (methanol), C(C)O (ethanol). Reaction conditions: time 5 minute. The product is [I-].C(C)[N+]1=C(OC2=C1C=C(C=C2)NS(=O)(=O)C)C (3-ethyl-2-methyl-5-methylsulfonamidobenzoxazolium iodide). The yield is 121.4%. As a reaction SMILES: [I-:1].[CH3:2][C:3]1[O:4][C:5]2[CH:11]=[CH:10][C:9]([NH:12][S:13]([CH3:16])(=[O:15])=[O:14])=[CH:8][C:6]=2[NH+:7]=1.[C:17]1(C)C=CC(S(OCC)(=O)=O)=C[CH:18]=1.[I-]>CO.C(O)C>[I-:1].[CH2:17]([N+:7]1[C:6]2[CH:8]=[C:9]([NH:12][S:13]([CH3:16])(=[O:15])=[O:14])[CH:10]=[CH:11][C:5]=2[O:4][C:3]=1[CH3:2])[CH3:18] |f:0.1,6.7|. Procedure: Intermediate D (4.52 g) and ethyl p-toluenesulfonate (4.4 g) were combined in a large test tube and heated over a hot air gun with manual stirring for 5 minutes. A brownish melt formed, which solidified to a glass on cooling to room temperature. The glas was dissolved in 50 ml hot methanol, diluted with an 100 ml hot ethanol, and 9.0 g tetrabutylamonnium iodide dissolved in 20 ml ethanol was added. The brown, clear solution was cooled to room temperature and then ice cooled for 4 hours. Filtrati... Reactants: NC1=CC=C(CCO)C=C1 (4-aminophenethyl alcohol), C([O-])([O-])=O.[K+].[K+] (potassium carbonate), BrCC(=O)OCC (ethyl bromoacetate), C(C)NCC (Diethylamine). The solvent is CN(C=O)C (N,N-dimethylformamide). Reaction conditions: time 16 hour. Product: OCCC1=CC=C(C=C1)NCC(=O)OCC (ethyl N-[4-(2-hydroxyethyl)phenyl]aminoacetate). As a reaction SMILES: [NH2:1][C:2]1[CH:10]=[CH:9][C:5]([CH2:6][CH2:7][OH:8])=[CH:4][CH:3]=1.C(=O)([O-])[O-].[K+].[K+].Br[CH2:18][C:19]([O:21][CH2:22][CH3:23])=[O:20].C(NCC)C>CN(C)C=O>[OH:8][CH2:7][CH2:6][C:5]1[CH:9]=[CH:10][C:2]([NH:1][CH2:18][C:19]([O:21][CH2:22][CH3:23])=[O:20])=[CH:3][CH:4]=1 |f:1.2.3|. Reported procedure: To a solution of 4-aminophenethyl alcohol (25 g) in N,N-dimethylformamide (500 ml) were added potassium carbonate (30 g) and ethyl bromoacetate (24 ml), and the mixture was stirred for 16 hours at room temperature. Diethylamine (38 ml) was added to the reaction mixture, and the resulting mixture was stirred for 1 hour. The insoluble material was filtered off and the filtrate was concentrated in vacuo. To the residue was added diethyl ether, and the resulting insoluble material was filtered off. ... Starting materials: CC(C)(C)OC(=O)N1CCC(O)CC1, CC(C)c1cc([N+](=O)[O-])ccc1O, ClCCl, CCOC(=O)N=NC(=O)OCC, c1ccc(P(c2ccccc2)c2ccccc2)cc1. Yields the product CC(C)c1cc([N+](=O)[O-])ccc1OC1CCN(C(=O)OC(C)(C)C)CC1. RXN SMILES: [C:1]([CH3:2])([CH3:3])([CH3:4])[O:5][C:6](=[O:7])[N:8]1[CH2:9][CH2:10][CH:11]([OH:14])[CH2:12][CH2:13]1.[CH:15]([CH3:16])([CH3:17])[c:18]1[c:19]([OH:27])[cH:20][cH:21][c:22]([N+:24](=[O:25])[O-:26])[cH:23]1.[Cl:59][CH2:60][Cl:61].[O:47]=[C:48]([O:49][CH2:50][CH3:51])[N:52]=[N:53][C:54]([O:55][CH2:56][CH3:57])=[O:58].[c:28]1([P:29]([c:30]2[cH:31][cH:32][cH:33][cH:34][cH:35]2)[c:36]2[cH:37][cH:38][cH:39][cH:40][cH:41]2)[cH:42][cH:43][cH:44][cH:45][cH:46]1>>[C:1]([CH3:2])([CH3:3])([CH3:4])[O:5][C:6](=[O:7])[N:8]1[CH2:9][CH2:10][CH:11]([O:14][c:19]2[c:18]([CH:15]([CH3:16])[CH3:17])[cH:23][c:22]([N+:24](=[O:25])[O-:26])[cH:21][cH:20]2)[CH2:12][CH2:13]1. The reactants are CC=1C=C(C=CC1OC)[N+](=O)[O-] (3-methyl-4-methoxynitrobenzene), O (water), Cl (hydrochloric acid). The reagents and catalysts are [Fe] (iron). The solvent is C(C)O (ethanol). Product: CC=1C=C(N)C=CC1OC (3-methyl-4-methoxyaniline). Isolated yield 123.0%. Reaction SMILES: [CH3:1][C:2]1[CH:3]=[C:4]([N+:10]([O-])=O)[CH:5]=[CH:6][C:7]=1[O:8][CH3:9].O.Cl>C(O)C.[Fe]>[CH3:1][C:2]1[CH:3]=[C:4]([CH:5]=[CH:6][C:7]=1[O:8][CH3:9])[NH2:10]. Procedure: To a solution of 3-methyl-4-methoxynitrobenzene(7.59 g, 45 mmol) in ethanol was added iron powder (35 g), water(5 mL) and concentrated hydrochloric acid (0.4 mL). The mixture was refluxed for 1 hour and then filtered while hot. The filtrate was concentrated to dryness. The residue was dissolved in chloroform. The chloroform solution was dried with sodium sulfated and evaporated to give 3-methyl-4-methoxyaniline (7.59 g). To a solution of this compound (6.17 g, 45 mmol) in acetic acid (55 mL) wer...